Dataset: the Open Reaction Database (ORD), a public repository of structured organic reaction records. Task: describe an organic reaction: reactants, conditions, products, and yield Procedure details: A solution of N-(4-acetylamino-5-chloro-2-methoxyphenyl)-4-benzylpiperazine-1-carboxamide (e9) (1.4 g) in ethanol (20 ml) was refluxed for 1 hour with an aqueous (4 ml) solution of potassium hydroxide (0.6 g). The solvent was removed by evaporation and the residue extracted with ethyl acetate. Chromatography of the solution (on alumina with 5% water, in chloroform) followed by evaporation of the solvent yielded N-(4-amino-5-chloro-2-methoxyphenyl)-4-benzylpiperazine-1-carboxamide (e10). The product is NC1=CC(=C(C=C1Cl)NC(=O)N1CCN(CC1)CC1=CC=CC=C1)OC (N-(4-amino-5-chloro-2-methoxyphenyl)-4-benzylpiperazine-1-carboxamide). The reactants are C(C)(=O)NC1=CC(=C(C=C1Cl)NC(=O)N1CCN(CC1)CC1=CC=CC=C1)OC (N-(4-acetylamino-5-chloro-2-methoxyphenyl)-4-benzylpiperazine-1-carboxamide), solution, [OH-].[K+] (potassium hydroxide). RXN SMILES: C([NH:4][C:5]1[C:10]([Cl:11])=[CH:9][C:8]([NH:12][C:13]([N:15]2[CH2:20][CH2:19][N:18]([CH2:21][C:22]3[CH:27]=[CH:26][CH:25]=[CH:24][CH:23]=3)[CH2:17][CH2:16]2)=[O:14])=[C:7]([O:28][CH3:29])[CH:6]=1)(=O)C.[OH-].[K+]>C(O)C>[NH2:4][C:5]1[C:10]([Cl:11])=[CH:9][C:8]([NH:12][C:13]([N:15]2[CH2:16][CH2:17][N:18]([CH2:21][C:22]3[CH:23]=[CH:24][CH:25]=[CH:26][CH:27]=3)[CH2:19][CH2:20]2)=[O:14])=[C:7]([O:28][CH3:29])[CH:6]=1 |f:1.2|. Solvent: C(C)O (ethanol). Reactants: N[C@@H]1CC[C@H](CC1)O (trans-4-aminocyclohexanol), [H-].[Na+] (sodium hydride), FC1=CC=C(C#N)C=C1 (4-fluorobenzonitrile). The solvent is CCOC(=O)C (EtOAc), CN(C)C=O (DMF). Reaction conditions: temperature 0 celsius, time 1 hour. The product is N[C@@H]1CC[C@H](CC1)OC1=CC=C(C#N)C=C1 (trans-4-(4-Amino-cyclohexyloxy)-benzonitrile). Yield: 44.5%. RXN SMILES: [NH2:1][C@H:2]1[CH2:7][CH2:6][C@H:5]([OH:8])[CH2:4][CH2:3]1.[H-].[Na+].F[C:12]1[CH:19]=[CH:18][C:15]([C:16]#[N:17])=[CH:14][CH:13]=1>CN(C=O)C.CCOC(C)=O>[NH2:1][C@H:2]1[CH2:7][CH2:6][C@H:5]([O:8][C:12]2[CH:19]=[CH:18][C:15]([C:16]#[N:17])=[CH:14][CH:13]=2)[CH2:4][CH2:3]1 |f:1.2|. Procedure: To a solution of trans-4-aminocyclohexanol (3 g, 26 mmol) in DMF (130 mL) at 0° C. was added 60% sodium hydride in oil. The reaction mixture was stirred at 0° C. for 1 h and then 4-fluorobenzonitrile (3.9 g, 32.6 mmol) was added. It was heated to 60° C. for 2 h and stirred for 12 h at room temperature. The reaction mixture was diluted with EtOAc and washed with water and brine. The organic layer was dried, filtered, and concentrated under reduced pressure to provide the titled compound (2.5 g, 4... Starting materials: CC(=O)O, CCOCC, C[Si](C)(C)[O-], COC(=O)c1cc2ncoc2c(F)c1Nc1ccc(I)cc1C, [K+], C1CCOC1. Yields the product Cc1cc(I)ccc1Nc1c(C(=O)O)cc2ncoc2c1F. As a reaction SMILES: [C:35]([OH:36])(=[O:37])[CH3:38].[CH2:30]([O:31][CH2:32][CH3:33])[CH3:34].[CH3:24][Si:25]([CH3:26])([CH3:27])[O-:28].[F:1][c:2]1[c:3]([NH:15][c:16]2[c:17]([CH3:23])[cH:18][c:19]([I:22])[cH:20][cH:21]2)[c:4]([C:11](=[O:12])[O:13][CH3:14])[cH:5][c:6]2[n:7][cH:8][o:9][c:10]12.[K+:29].[O:39]1[CH2:40][CH2:41][CH2:42][CH2:43]1>>[F:1][c:2]1[c:3]([NH:15][c:16]2[c:17]([CH3:23])[cH:18][c:19]([I:22])[cH:20][cH:21]2)[c:4]([C:11](=[O:12])[OH:13])[cH:5][c:6]2[n:7][cH:8][o:9][c:10]12.